describe an organic reaction: reactants, conditions, products, and yield From a dataset of the Open Reaction Database (ORD), a public repository of structured organic reaction records. Run at time 30 minute. Product: BrC=1C=C(C=CC1)NC1=NC=NC2=CC=C(C=C12)NC(C#CCN(CCOC)CCOC)=O (4-[Bis-(2-methoxy-ethyl)-amino]-but-2-ynoic acid [4-(3-bromo-phenylamino)-quinazolin-6-yl]-amide). Isolated yield 27.1%. Reported procedure: Isobutyl chloroformate (0.845 g, 6.2 mmol) and N-methylmorpholine (0.963 g, 9.52 mmol) were added to an ice cold solution of 2.100 g (9.52 mmol) of 4-[bis-(2-methoxy-ethyl)-amino]-but-2-ynoic acid in 50 mL of tetrahydrofuran under nitrogen. After stirring for 30 min, a solution of 1.500 g of N-(3-bromophenyl)-4,6-quinazolindiamine in 10 mL of pyridine was added and the mixture was stirred for 2 hr at 0° C. The reaction was then quenched with ice water, poured into saturated sodium bicarbonate, a... Reaction SMILES: ClC(OCC(C)C)=O.CN1CCOCC1.[CH3:16][O:17][CH2:18][CH2:19][N:20]([CH2:27][CH2:28][O:29][CH3:30])[CH2:21][C:22]#[C:23][C:24]([OH:26])=O.[Br:31][C:32]1[CH:33]=[C:34]([NH:38][C:39]2[C:48]3[C:43](=[CH:44][CH:45]=[C:46]([NH2:49])[CH:47]=3)[N:42]=[CH:41][N:40]=2)[CH:35]=[CH:36][CH:37]=1>O1CCCC1.N1C=CC=CC=1>[Br:31][C:32]1[CH:33]=[C:34]([NH:38][C:39]2[C:48]3[C:43](=[CH:44][CH:45]=[C:46]([NH:49][C:24](=[O:26])[C:23]#[C:22][CH2:21][N:20]([CH2:19][CH2:18][O:17][CH3:16])[CH2:27][CH2:28][O:29][CH3:30])[CH:47]=3)[N:42]=[CH:41][N:40]=2)[CH:35]=[CH:36][CH:37]=1. The reactants are ClC(=O)OCC(C)C (Isobutyl chloroformate), CN1CCOCC1 (N-methylmorpholine), ice, COCCN(CC#CC(=O)O)CCOC (4-[bis-(2-methoxy-ethyl)-amino]-but-2-ynoic acid), BrC=1C=C(C=CC1)NC1=NC=NC2=CC=C(C=C12)N (N-(3-bromophenyl)-4,6-quinazolindiamine). Run in O1CCCC1 (tetrahydrofuran), N1=CC=CC=C1 (pyridine).